From a dataset of the Open Reaction Database (ORD), a public repository of structured organic reaction records. describe an organic reaction: reactants, conditions, products, and yield The reactants are Cc1ccccc1, O=Cc1cc(C(F)(F)F)cc(C(F)(F)F)c1, Cn1nnc(N)n1. Yields the product Cn1nnc(N=Cc2cc(C(F)(F)F)cc(C(F)(F)F)c2)n1. Reaction SMILES: [CH3:24][c:25]1[cH:26][cH:27][cH:28][cH:29][cH:30]1.[F:8][C:9]([c:10]1[cH:11][c:12]([CH:13]=[O:14])[cH:15][c:16]([C:18]([F:19])([F:20])[F:21])[cH:17]1)([F:22])[F:23].[NH2:1][c:2]1[n:3][n:4][n:5]([CH3:7])[n:6]1>>[N:1]([c:2]1[n:3][n:4][n:5]([CH3:7])[n:6]1)=[CH:13][c:12]1[cH:11][c:10]([C:9]([F:8])([F:22])[F:23])[cH:17][c:16]([C:18]([F:19])([F:20])[F:21])[cH:15]1.